Task: describe an organic reaction: reactants, conditions, products, and yield. Dataset: the Open Reaction Database (ORD), a public repository of structured organic reaction records Reactants: ClC1=C(C=CC=C1Cl)C=C(C(CCCCCl)=O)C(C)=O (6-(2,3-dichlorophenyl-methylene)-1-chloro-5,7-octanedione), N\C(=C/C(=O)OC(C)(C)C)\C (tert-butyl β-amino-crotonate). Solvent: C(CCC)O (1-butanol). The product is C(C)(=O)C1=C(NC(=C(C1C1=C(C(=CC=C1)Cl)Cl)C(=O)OC(C)(C)C)C)CCCCCl (3-Acetyl-5-tert-butoxycarbonyl-1,4-dihydro-4-(2,3-dichlorophenyl) -2-(4-chlorobutyl)-6-methyl-pyridine). RXN SMILES: [Cl:1][C:2]1[C:7]([Cl:8])=[CH:6][CH:5]=[CH:4][C:3]=1[CH:9]=[C:10]([C:18](=[O:20])[CH3:19])[C:11](=O)[CH2:12][CH2:13][CH2:14][CH2:15][Cl:16].[NH2:21]/[C:22](/[CH3:31])=[CH:23]\[C:24]([O:26][C:27]([CH3:30])([CH3:29])[CH3:28])=[O:25]>C(O)CCC>[C:18]([C:10]1[CH:9]([C:3]2[CH:4]=[CH:5][CH:6]=[C:7]([Cl:8])[C:2]=2[Cl:1])[C:23]([C:24]([O:26][C:27]([CH3:30])([CH3:29])[CH3:28])=[O:25])=[C:22]([CH3:31])[NH:21][C:11]=1[CH2:12][CH2:13][CH2:14][CH2:15][Cl:16])(=[O:20])[CH3:19]. Procedure details: 25 g (70 mmol) 6-(2,3-dichlorophenyl-methylene)-1-chloro-5,7-octanedione and 22 g (0.14 mol) tert-butyl β-amino-crotonate are boiled under reflux in 200 ml 1-butanol for 6 h. The mixture is concentrated and the residue is prepurified by chromatography with toluene/acetone=8/2. The product thus obtained is chromatographed again over silica gel with toluene/acetone=99/1. The title compound is obtained as a yellow oil. Yield: 5.8 g (18%). Starting materials: C[C@H]1[C@@H]([C@H]([C@H]([C@@H](O1)O[C@@H]2C3=C(C=C4C(=C3O)C(=O)C5=C(C=C(C=C5O)OC)C4=O)C(=O)[C@@]([C@H]2OC)(C)O)OC)O)O (steffimycin), CN(C=O)C (dimethylformamide). The solvent is C(Cl)(Cl)Cl.CO (CHCl3 CH3OH). Run at time 0.5 day. Product: O.O=C[C@H](O)[C@@H](O)[C@H](O)[C@H](O)CO (Glucose monohydrate). As a reaction SMILES: C[C@@H]1[O:7][C@@H]([O:8][C@H:9]2[C@H:33]([O:34]C)[C@@:32]([OH:37])(C)[C:30](=[O:31])C3C=C4C(=O)C5C=C(OC)C=C(O)C=5C(=O)C4=[C:15]([OH:16])[C:10]2=3)[C@H](OC)[C@H](O)[C@H]1O.CN(C)C=[O:45]>C(Cl)(Cl)Cl.CO>[OH2:7].[O:31]=[CH:30][C@@H:32]([C@H:33]([C@@H:9]([C@@H:10]([CH2:15][OH:16])[OH:45])[OH:8])[OH:34])[OH:37] |f:2.3,4.5|. Procedure details: Between about 36 and 48 hours of fermentation time, steffimycin is added to the fermentation as a dimethylformamide solution (25 mg/ml) to a final medium concentration of 25 mg/l. The fermentation is monitored using tlc on silica gel plates with CHCl3 :CH3OH (925:75) as the developing solvent system. The tlc procedure is conducted at half day intervals between the first half day and five days. Reactants: C(C)(=O)OC1=CC=C2C=CC(OC2=C1C)(COC1=CC=C(C=C1)[N+](=O)[O-])C (7-acetoxy-2,8-dimethyl-2-(4-nitrophenoxymethyl)-2H-chromene). The reagents and catalysts are [Pd] (palladium-on-carbon). Run in CO (methanol). Product: C(C)(=O)OC1=CC=C2CCC(OC2=C1C)(C)COC1=CC=C(C=C1)N (7-Acetoxy-2-(4-aminophenoxymethyl)-2,8-dimethylchroman). Yield: 91.3%. RXN SMILES: [C:1]([O:4][C:5]1[C:14]([CH3:15])=[C:13]2[C:8]([CH:9]=[CH:10][C:11]([CH3:27])([CH2:16][O:17][C:18]3[CH:23]=[CH:22][C:21]([N+:24]([O-])=O)=[CH:20][CH:19]=3)[O:12]2)=[CH:7][CH:6]=1)(=[O:3])[CH3:2]>[Pd].CO>[C:1]([O:4][C:5]1[C:14]([CH3:15])=[C:13]2[C:8]([CH2:9][CH2:10][C:11]([CH2:16][O:17][C:18]3[CH:19]=[CH:20][C:21]([NH2:24])=[CH:22][CH:23]=3)([CH3:27])[O:12]2)=[CH:7][CH:6]=1)(=[O:3])[CH3:2]. Procedure: Following a procedure similar to that described in Preparation 4, 1.6 g of 7-acetoxy-2,8-dimethyl-2-(4-nitrophenoxymethyl)-2H-chromene (prepared as described in Preparation 39) was hydrogenated, using 0.2 g of 10% w/w palladium-on-carbon and 15 ml of methanol, to afford 1.35 g of the title compound as a pale brown oil. The product is O=C1c2ccc(Cl)cc2C(=O)N1CCC(F)(F)F. As a reaction SMILES: [CH3:31][c:32]1[cH:33][cH:34][cH:35][cH:36][cH:37]1.[Cl:1][c:2]1[cH:3][c:4]([C:11](=[O:12])[NH:13][CH2:14][CH2:15][C:16]([F:17])([F:18])[F:19])[c:5]([C:6](=[O:7])[OH:8])[cH:9][cH:10]1.[c:20]1([CH3:21])[cH:22][cH:23][c:24]([S:25]([OH:26])(=[O:27])=[O:28])[cH:29][cH:30]1>>[Cl:1][c:2]1[cH:3][c:4]2[c:5]([cH:9][cH:10]1)[C:6](=[O:7])[N:13]([CH2:14][CH2:15][C:16]([F:17])([F:18])[F:19])[C:11]2=[O:12]. Reactants: Cc1ccccc1, O=C(O)c1ccc(Cl)cc1C(=O)NCCC(F)(F)F, Cc1ccc(S(=O)(=O)O)cc1.